Dataset: the Open Reaction Database (ORD), a public repository of structured organic reaction records. Task: describe an organic reaction: reactants, conditions, products, and yield Reactants: [Al+3], [Al+3], [Cl-], [Cl-], [Cl-], [H-], [H-], [H-], [H-], [Li+], COc1ccc2c(c1)CCC(c1ccc(OC)cc1NC(=O)c1ccc(OCCN3CCCCCC3)cc1)C2, N, C1CCOC1. Product: COc1ccc2c(c1)CCC(c1ccc(OC)cc1NCc1ccc(OCCN3CCCCCC3)cc1)C2. Reaction SMILES: [Al+3:2].[Al+3:8].[Cl-:10].[Cl-:7].[Cl-:9].[H-:1].[H-:4].[H-:5].[H-:6].[Li+:3].[N:11]1([CH2:18][CH2:19][O:20][c:21]2[cH:22][cH:23][c:24]([C:25](=[O:26])[NH:27][c:28]3[c:29]([CH:36]4[CH2:37][c:38]5[cH:39][cH:40][c:41]([O:46][CH3:47])[cH:42][c:43]5[CH2:44][CH2:45]4)[cH:30][cH:31][c:32]([O:34][CH3:35])[cH:33]3)[cH:48][cH:49]2)[CH2:12][CH2:13][CH2:14][CH2:15][CH2:16][CH2:17]1.[NH3:50].[O:51]1[CH2:52][CH2:53][CH2:54][CH2:55]1>>[N:11]1([CH2:18][CH2:19][O:20][c:21]2[cH:22][cH:23][c:24]([CH2:25][NH:27][c:28]3[c:29]([CH:36]4[CH2:37][c:38]5[cH:39][cH:40][c:41]([O:46][CH3:47])[cH:42][c:43]5[CH2:44][CH2:45]4)[cH:30][cH:31][c:32]([O:34][CH3:35])[cH:33]3)[cH:48][cH:49]2)[CH2:12][CH2:13][CH2:14][CH2:15][CH2:16][CH2:17]1. Reactants: retinol esters, gas 15, fatty acid, Fatty acid methyl ester, oil, CCCCCCCCCCCCCCCC(=O)OC/C=C(\C)/C=C/C=C(\C)/C=C/C1=C(CCCC1(C)C)C (retinyl palmitate), B(F)(F)F (boron trifluoride), O (water), C(C(C)[*:2])[*:1] (polypropylene), C[O-].[Na+] (sodium methoxide). Solvent: C1(=CC=CC=C1)C (toluene), triglyceride. Product: CC1=C(C(CCC1)(C)C)C=CC(=CC=CC(=CCOC=O)C)C (Retinyl Esters). Reaction SMILES: CCCCCCCCCCCCCCC[C:16]([O:18][CH2:19]/[CH:20]=[C:21](/[CH:23]=[CH:24]/[CH:25]=[C:26](/[CH:28]=[CH:29]/[C:30]1[C:35]([CH3:37])([CH3:36])[CH2:34][CH2:33][CH2:32][C:31]=1[CH3:38])\[CH3:27])\[CH3:22])=[O:17].O.C[O-].[Na+].B(F)(F)F>C1(C)C=CC=CC=1>[CH3:38][C:31]1[CH2:32][CH2:33][CH2:34][C:35]([CH3:36])([CH3:37])[C:30]=1[CH:29]=[CH:28][C:26]([CH3:27])=[CH:25][CH:24]=[CH:23][C:21]([CH3:22])=[CH:20][CH2:19][O:18][CH:16]=[O:17] |f:2.3|. Reported procedure: Sunflower oil (7.5 g) and retinyl palmitate (2.5 g) were mixed and water (0.03 g) and immobilised Lipase D (Rhizopus oryzae (Amano) immobilised on Accurel® EP100 macroporous polypropylene (Acordis) 0.1 g) or Candida rugosa AY (Amano) on Accurel® EP100 (Acordis) (CR; 0.1 g) added. The mixtures were placed in a shaking water bath at 55° C. for 20 or 23 hours. The immobilised lipase was then removed by simple filtration to directly yield the product, a solution of retinol esters in triglyceride oil... The reactants are B(Br)(Br)Br (boron tribromide), ClC=1C(=CC(=C(C1)CCO)OC)C1CCCCC1 (2-(5-chloro-4-cyclohexyl-2- methoxyphenyl)-ethanol). The solvent is C(Cl)Cl (methylene chloride). Reaction conditions: time 5 hour. The product is BrCCC1=C(C=C(C(=C1)Cl)C1CCCCC1)O (1-Bromo-2-(5-chloro-4-cyclohexyl-2-hydroxyphenyl)-ethane). Reaction SMILES: B(Br)(Br)[Br:2].[Cl:5][C:6]1[C:7]([CH:17]2[CH2:22][CH2:21][CH2:20][CH2:19][CH2:18]2)=[CH:8][C:9]([O:15]C)=[C:10]([CH2:12][CH2:13]O)[CH:11]=1>C(Cl)Cl>[Br:2][CH2:13][CH2:12][C:10]1[CH:11]=[C:6]([Cl:5])[C:7]([CH:17]2[CH2:22][CH2:21][CH2:20][CH2:19][CH2:18]2)=[CH:8][C:9]=1[OH:15]. Procedure details: 20 ml of boron tribromide are added slowly at 0° with stirring to 11 g of 2-(5-chloro-4-cyclohexyl-2- methoxyphenyl)-ethanol in 300 ml of dry methylene chloride. The mixture is then stirred for 5 hours at 22°.